This data is from the Open Reaction Database (ORD), a public repository of structured organic reaction records. The task is: describe an organic reaction: reactants, conditions, products, and yield The reactants are C[S+](C)(C)=O, CS(C)=O, COc1cc2ncnc(N3CCC(C(C)=O)CC3)c2cc1OC, [H-], [I-], [Na+], O. The product is COc1cc2ncnc(N3CCC(C4(C)CO4)CC3)c2cc1OC. As a reaction SMILES: [CH3:2][S+:3]([CH3:4])([CH3:5])=[O:6].[CH3:33][S:34]([CH3:35])=[O:36].[CH3:9][O:10][c:11]1[cH:12][c:13]2[c:14]([N:23]3[CH2:24][CH2:25][CH:26]([C:29]([CH3:30])=[O:31])[CH2:27][CH2:28]3)[n:15][cH:16][n:17][c:18]2[cH:19][c:20]1[O:21][CH3:22].[H-:7].[I-:1].[Na+:8].[OH2:32]>>[CH2:2]1[C:29]([CH:26]2[CH2:25][CH2:24][N:23]([c:14]3[c:13]4[cH:12][c:11]([O:10][CH3:9])[c:20]([O:21][CH3:22])[cH:19][c:18]4[n:17][cH:16][n:15]3)[CH2:28][CH2:27]2)([CH3:30])[O:31]1. The reactants are ClC1=NC(=C2N=CN(C2=N1)C1=CCCC1)Cl (2,6-dichloro-9-cyclopentenylpurine), IC=1C=C(CN)C=CC1 (3-iodobenzylamine). The solvent is C(C)N(CC)CC (triethylamine). The product is ClC1=NC(=C2N=CN(C2=N1)C1=CCCC1)NCC1=CC(=CC=C1)I (2-Chloro-6-[(3-iodobenzyl)amino]-9-cyclopentenylpurine). Reaction SMILES: [Cl:1][C:2]1[N:10]=[C:9]2[C:5]([N:6]=[CH:7][N:8]2[C:11]2[CH2:15][CH2:14][CH2:13][CH:12]=2)=[C:4](Cl)[N:3]=1.[I:17][C:18]1[CH:19]=[C:20]([CH:23]=[CH:24][CH:25]=1)[CH2:21][NH2:22]>C(N(CC)CC)C>[Cl:1][C:2]1[N:10]=[C:9]2[C:5]([N:6]=[CH:7][N:8]2[C:11]2[CH2:15][CH2:14][CH2:13][CH:12]=2)=[C:4]([NH:22][CH2:21][C:20]2[CH:23]=[CH:24][CH:25]=[C:18]([I:17])[CH:19]=2)[N:3]=1. Procedure: 2-Chloro-6-[(3-iodobenzyl)amino]-9-cyclopentenylpurine is prepared from 2,6-dichloro-9-cyclopentenylpurine, 3-iodobenzylamine, and triethylamine essentially as described above in Example 1, Scheme A, step b.